From a dataset of the Open Reaction Database (ORD), a public repository of structured organic reaction records. describe an organic reaction: reactants, conditions, products, and yield Reactants: C1(=CC=CC=C1)COC(C#C)=O (2-propynoic acid phenylmethyl ester), C(CCC)[SnH](CCCC)CCCC (tributyltin hydride). The reagents and catalysts are N(=NC(C#N)(C)C)C(C#N)(C)C (2,2'-azobisisobutyronitrile). Reaction conditions: temperature 65 celsius, time 8 hour. Yields the product C1(=CC=CC=C1)COC(C=C[Sn](CCCC)(CCCC)CCCC)=O (3-(tributylstannyl)-2-propenoic acid phenylmethyl ester). Yield: 71.5%. RXN SMILES: [C:1]1([CH2:7][O:8][C:9](=[O:12])[C:10]#[CH:11])[CH:6]=[CH:5][CH:4]=[CH:3][CH:2]=1.[CH2:13]([SnH:17]([CH2:22][CH2:23][CH2:24][CH3:25])[CH2:18][CH2:19][CH2:20][CH3:21])[CH2:14][CH2:15][CH3:16]>N(C(C)(C)C#N)=NC(C)(C)C#N>[C:1]1([CH2:7][O:8][C:9](=[O:12])[CH:10]=[CH:11][Sn:17]([CH2:18][CH2:19][CH2:20][CH3:21])([CH2:22][CH2:23][CH2:24][CH3:25])[CH2:13][CH2:14][CH2:15][CH3:16])[CH:6]=[CH:5][CH:4]=[CH:3][CH:2]=1. Procedure details: To a stirring mixture of 2-propynoic acid phenylmethyl ester (2.46 g, 15.4 mmol) and tributyltin hydride (3.89 mL, 14.9 mmol, 97% purity) was added 2,2'-azobisisobutyronitrile (99.4 mg) and the reaction mixture was slowly warmed to 65° C. After stirring for 8 h at 65° C., the cooled reaction mixture was purified by flash chromatography, eluting with a mixture of hexane and EtOAc (50:1) to give 3-(tributylstannyl)-2-propenoic acid phenylmethyl ester (4.80 g, 10.65 mmol) as a mixture of E and Z is... Reactants: CC(=O)O, CO, Nc1n[nH]c2ncnc(Nc3cccc(Cl)c3)c12, O=Cc1nnn[nH]1. Product: Clc1cccc(Nc2ncnc3[nH]nc(N=Cc4nnn[nH]4)c23)c1. Reaction SMILES: [CH3:19][C:20](=[O:21])[OH:22].[CH3:30][OH:31].[NH2:1][c:2]1[n:3][nH:4][c:5]2[n:6][cH:7][n:8][c:9]([NH:11][c:12]3[cH:13][c:14]([Cl:18])[cH:15][cH:16][cH:17]3)[c:10]12.[nH:23]1[n:24][n:25][n:26][c:27]1[CH:28]=[O:29]>>[N:1]([c:2]1[n:3][nH:4][c:5]2[n:6][cH:7][n:8][c:9]([NH:11][c:12]3[cH:13][c:14]([Cl:18])[cH:15][cH:16][cH:17]3)[c:10]12)=[CH:28][c:27]1[n:23][n:24][n:25][nH:26]1. Starting materials: ClC1=CC(=NC(=C1)C)NC=1C=C(C=NC1C#N)N[C@H]1[C@H](CCCC1)NC(OC(C)(C)C)=O (tert-butyl (1S,2R)-2-(5-(4-chloro-6-methylpyridin-2-ylamino)-6-cyanopyridin-3-ylamino)cyclohexylcarbamate), CC1=NOC=C1B1OC(C(O1)(C)C)(C)C (3-methyl-4-(4,4,5,5-tetramethyl-1,3,2-dioxaborolan-2-yl)isoxazole), C1(CCCCC1)P(C1CCCCC1)C1CCCCC1 (tricyclohexylphosphine), [O-]P(=O)([O-])[O-].[K+].[K+].[K+] (potassium phosphate tribasic). Reagents/catalysts: C=1C=CC(=CC1)/C=C/C(=O)/C=C/C2=CC=CC=C2.C=1C=CC(=CC1)/C=C/C(=O)/C=C/C2=CC=CC=C2.C=1C=CC(=CC1)/C=C/C(=O)/C=C/C2=CC=CC=C2.[Pd].[Pd] (Pd2 dba3). The solvent is O1CCOCC1 (dioxane), C(C)(=O)OCC (ethyl acetate). Reaction conditions: temperature 100 celsius. Yields the product C(#N)C1=C(C=C(C=N1)N[C@H]1[C@H](CCCC1)NC(OC(C)(C)C)=O)NC1=NC(=CC(=C1)C=1C(=NOC1)C)C (tert-butyl (1S,2R)-2-(6-cyano-5-(6-methyl-4-(3-methylisoxazol-4-yl)pyridin-2-ylamino)pyridin-3-ylamino)cyclohexylcarbamate). Reaction SMILES: Cl[C:2]1[CH:7]=[C:6]([CH3:8])[N:5]=[C:4]([NH:9][C:10]2[CH:11]=[C:12]([NH:18][C@@H:19]3[CH2:24][CH2:23][CH2:22][CH2:21][C@@H:20]3[NH:25][C:26](=[O:32])[O:27][C:28]([CH3:31])([CH3:30])[CH3:29])[CH:13]=[N:14][C:15]=2[C:16]#[N:17])[CH:3]=1.[CH3:33][C:34]1[C:38](B2OC(C)(C)C(C)(C)O2)=[CH:37][O:36][N:35]=1.C1(P(C2CCCCC2)C2CCCCC2)CCCCC1.[O-]P([O-])([O-])=O.[K+].[K+].[K+]>C(OCC)(=O)C.C1C=CC(/C=C/C(/C=C/C2C=CC=CC=2)=O)=CC=1.C1C=CC(/C=C/C(/C=C/C2C=CC=CC=2)=O)=CC=1.C1C=CC(/C=C/C(/C=C/C2C=CC=CC=2)=O)=CC=1.[Pd].[Pd].O1CCOCC1>[C:16]([C:15]1[N:14]=[CH:13][C:12]([NH:18][C@@H:19]2[CH2:24][CH2:23][CH2:22][CH2:21][C@@H:20]2[NH:25][C:26](=[O:32])[O:27][C:28]([CH3:31])([CH3:30])[CH3:29])=[CH:11][C:10]=1[NH:9][C:4]1[CH:3]=[C:2]([C:38]2[C:34]([CH3:33])=[N:35][O:36][CH:37]=2)[CH:7]=[C:6]([CH3:8])[N:5]=1)#[N:17] |f:3.4.5.6,8.9.10.11.12|. Procedure: To tert-butyl (1S,2R)-2-(5-(4-chloro-6-methylpyridin-2-ylamino)-6-cyanopyridin-3-ylamino)cyclohexylcarbamate (PrepEx 1.7) (50 mg, 0.11 mmol), 3-methyl-4-(4,4,5,5-tetramethyl-1,3,2-dioxaborolan-2-yl)isoxazole (27 mg, 0.13 mmol), and tricyclohexylphosphine (4 mg, 0.01 mmol) in a nitrogen purged vial was added dioxane (0.6 ml) and potassium phosphate tribasic (1.25 M in water, 0.26 ml, 0.33 mmol). The reaction mixture was purged with nitrogen, and then Pd2 dba3 (5 mg, 0.005 mmol) was added. The rea... Starting materials: CCOC(=O)Cc1cccc(CN(Cc2cccc3c2OCCO3)S(C)(=O)=O)c1, CO, Cl, [Na+], [OH-]. Yields the product CS(=O)(=O)N(Cc1cccc(CC(=O)O)c1)Cc1cccc2c1OCCO2. As a reaction SMILES: [CH2:1]([CH3:2])[O:3][C:4]([CH2:5][c:6]1[cH:7][c:8]([CH2:12][N:13]([S:14](=[O:15])(=[O:16])[CH3:17])[CH2:18][c:19]2[cH:20][cH:21][cH:22][c:23]3[c:28]2[O:27][CH2:26][CH2:25][O:24]3)[cH:9][cH:10][cH:11]1)=[O:29].[CH3:32][OH:33].[ClH:34].[Na+:31].[OH-:30]>>[O:3]=[C:4]([CH2:5][c:6]1[cH:7][c:8]([CH2:12][N:13]([S:14](=[O:15])(=[O:16])[CH3:17])[CH2:18][c:19]2[cH:20][cH:21][cH:22][c:23]3[c:28]2[O:27][CH2:26][CH2:25][O:24]3)[cH:9][cH:10][cH:11]1)[OH:29]. Starting materials: CN1CCOCC1, COc1cc(C(=O)Cl)cc(OC)c1OC, OCCC1(c2ccc(Cl)c(Cl)c2)CCNC1, ClCCl. The product is COc1cc(C(=O)N2CCC(CCO)(c3ccc(Cl)c(Cl)c3)C2)cc(OC)c1OC. RXN SMILES: [CH3:17][N:18]1[CH2:19][CH2:20][O:21][CH2:22][CH2:23]1.[CH3:24][O:25][c:26]1[cH:27][c:28]([C:29](=[O:30])[Cl:31])[cH:32][c:33]([O:37][CH3:38])[c:34]1[O:35][CH3:36].[Cl:1][c:2]1[cH:3][c:4]([C:9]2([CH2:14][CH2:15][OH:16])[CH2:10][NH:11][CH2:12][CH2:13]2)[cH:5][cH:6][c:7]1[Cl:8].[Cl:39][CH2:40][Cl:41]>>[Cl:1][c:2]1[cH:3][c:4]([C:9]2([CH2:14][CH2:15][OH:16])[CH2:10][N:11]([C:29]([c:28]3[cH:27][c:26]([O:25][CH3:24])[c:34]([O:35][CH3:36])[c:33]([O:37][CH3:38])[cH:32]3)=[O:30])[CH2:12][CH2:13]2)[cH:5][cH:6][c:7]1[Cl:8]. Reaction SMILES: [CH3:1][C:2]1[C:10]2[C:5](=[CH:6][CH:7]=[CH:8][CH:9]=2)[N:4]([S:11]([C:14]2[CH:19]=[CH:18][CH:17]=[CH:16][CH:15]=2)(=[O:13])=[O:12])[CH:3]=1.[NH2:20][CH:21]([C:23]1[N:24]=[CH:25][N:26]([C:29]([C:42]2[CH:47]=[CH:46][CH:45]=[CH:44][CH:43]=2)([C:36]2[CH:41]=[CH:40][CH:39]=[CH:38][CH:37]=2)[C:30]2[CH:35]=[CH:34][CH:33]=[CH:32][CH:31]=2)[C:27]=1[CH3:28])[CH3:22].[I-].[Na+].C(=O)([O-])[O-].[K+].[K+].[CH:56]1C=CC=C[CH:57]=1>O>[CH3:1][C:2]1[C:10]2[C:5](=[CH:6][CH:7]=[CH:8][CH:9]=2)[N:4]([S:11]([C:14]2[CH:19]=[CH:18][CH:17]=[CH:16][CH:15]=2)(=[O:13])=[O:12])[C:3]=1[CH2:56][CH2:57][NH:20][CH:21]([C:23]1[N:24]=[CH:25][N:26]([C:29]([C:30]2[CH:35]=[CH:34][CH:33]=[CH:32][CH:31]=2)([C:42]2[CH:47]=[CH:46][CH:45]=[CH:44][CH:43]=2)[C:36]2[CH:37]=[CH:38][CH:39]=[CH:40][CH:41]=2)[C:27]=1[CH3:28])[CH3:22] |f:2.3,4.5.6|. Product: CC1=C(N(C2=CC=CC=C12)S(=O)(=O)C1=CC=CC=C1)CCNC(C)C=1N=CN(C1C)C(C1=CC=CC=C1)(C1=CC=CC=C1)C1=CC=CC=C1 ((-)-3-methyl-2-[2-[[1-(5-methyl-1-trityl-1H-imidazol-4-yl)ethyl]amino]ethyl]-1-(benzenesulfonyl)indole). Procedure: A mixture of 2-[2-methanesulfonyloxy)ethyl]-3-methyl-1-(benzenesulfonyl)indole (4.32 g), (-)-4-(1-aminoethyl)-5-methyl-1-trityl-1H-imidazole (3.67 g), sodium iodide (456 mg) and potassium carbonate [1.51 g) in benzene (43 ml) was stirred at reflux for 24 hours. The reaction mixture was diluted with cold water and extracted twice with ethyl acetate. The extracts were washed with brine, dried over anhydrous magnesium sulfate and evaporated in vacuo. The residue was chromatographed on silica gel (e... The reactants are CC1=CN(C2=CC=CC=C12)S(=O)(=O)C1=CC=CC=C1 (3-methyl-1-(benzenesulfonyl)indole), NC(C)C=1N=CN(C1C)C(C1=CC=CC=C1)(C1=CC=CC=C1)C1=CC=CC=C1 ((-)-4-(1-aminoethyl)-5-methyl-1-trityl-1H-imidazole), [I-].[Na+] (sodium iodide), C([O-])([O-])=O.[K+].[K+] (potassium carbonate), C1=CC=CC=C1 (benzene). Solvent: O (water).